This data is from the Open Reaction Database (ORD), a public repository of structured organic reaction records. The task is: describe an organic reaction: reactants, conditions, products, and yield Reactants: CCSc1ncc(C(=O)N(C)OC)c(N)n1, COc1cc(I)c(F)cc1C. Product: CCSc1ncc(C(=O)c2cc(OC)c(C)cc2F)c(N)n1. RXN SMILES: [CH3:1][O:2][N:3]([C:4](=[O:5])[c:6]1[c:7]([NH2:15])[n:8][c:9]([S:12][CH2:13][CH3:14])[n:10][cH:11]1)[CH3:16].[F:17][c:18]1[c:19]([I:27])[cH:20][c:21]([O:25][CH3:26])[c:22]([CH3:24])[cH:23]1>>[C:4](=[O:5])([c:6]1[c:7]([NH2:15])[n:8][c:9]([S:12][CH2:13][CH3:14])[n:10][cH:11]1)[c:19]1[c:18]([F:17])[cH:23][c:22]([CH3:24])[c:21]([O:25][CH3:26])[cH:20]1. Starting materials: CC(C)(C)[Si](C)(C)Cl, CC(C)(C)OC(=O)N1C(=O)CC(O)C1C1CC1, CN(C)C=O, c1c[nH]cn1. Product: CC(C)(C)OC(=O)N1C(=O)CC(O[Si](C)(C)C(C)(C)C)C1C1CC1. As a reaction SMILES: [C:18]([CH3:19])([CH3:20])([CH3:21])[Si:22]([CH3:23])([CH3:24])[Cl:25].[CH:1]1([CH:4]2[N:5]([C:11](=[O:12])[O:13][C:14]([CH3:15])([CH3:16])[CH3:17])[C:6](=[O:10])[CH2:7][CH:8]2[OH:9])[CH2:2][CH2:3]1.[O:31]=[CH:32][N:33]([CH3:34])[CH3:35].[nH:26]1[cH:27][cH:28][n:29][cH:30]1>>[CH:1]1([CH:4]2[N:5]([C:11](=[O:12])[O:13][C:14]([CH3:15])([CH3:16])[CH3:17])[C:6](=[O:10])[CH2:7][CH:8]2[O:9][Si:22]([C:18]([CH3:19])([CH3:20])[CH3:21])([CH3:23])[CH3:24])[CH2:2][CH2:3]1. The reactants are COc1cccc(C(c2cccc(Br)n2)C(c2cccnc2)c2cccnc2)n1, O=C([O-])[O-], CS(N)(=O)=O, [Cs+], [Cs+], C1COCCO1, O=C(C=Cc1ccccc1)C=Cc1ccccc1, O=C(C=Cc1ccccc1)C=Cc1ccccc1, O=C(C=Cc1ccccc1)C=Cc1ccccc1, [Pd], [Pd]. The product is COc1cccc(C(c2cccc(NS(C)(=O)=O)n2)C(c2cccnc2)c2cccnc2)n1. RXN SMILES: [Br:1][c:2]1[n:3][c:4]([CH:8]([CH:9]([c:10]2[cH:11][n:12][cH:13][cH:14][cH:15]2)[c:16]2[cH:17][n:18][cH:19][cH:20][cH:21]2)[c:22]2[n:23][c:24]([O:28][CH3:29])[cH:25][cH:26][cH:27]2)[cH:5][cH:6][cH:7]1.[C:35](=[O:36])([O-:37])[O-:38].[CH3:30][S:31](=[O:32])(=[O:33])[NH2:34].[Cs+:39].[Cs+:40].[O:41]1[CH2:42][CH2:43][O:44][CH2:45][CH2:46]1.[O:49]=[C:50]([CH:51]=[CH:52][c:53]1[cH:54][cH:55][cH:56][cH:57][cH:58]1)[CH:59]=[CH:60][c:61]1[cH:62][cH:63][cH:64][cH:65][cH:66]1.[O:67]=[C:68]([CH:69]=[CH:70][c:71]1[cH:72][cH:73][cH:74][cH:75][cH:76]1)[CH:77]=[CH:78][c:79]1[cH:80][cH:81][cH:82][cH:83][cH:84]1.[O:85]=[C:86]([CH:87]=[CH:88][c:89]1[cH:90][cH:91][cH:92][cH:93][cH:94]1)[CH:95]=[CH:96][c:97]1[cH:98][cH:99][cH:100][cH:101][cH:102]1.[Pd:47].[Pd:48]>>[c:2]1([NH:34][S:31]([CH3:30])(=[O:32])=[O:33])[n:3][c:4]([CH:8]([CH:9]([c:10]2[cH:11][n:12][cH:13][cH:14][cH:15]2)[c:16]2[cH:17][n:18][cH:19][cH:20][cH:21]2)[c:22]2[n:23][c:24]([O:28][CH3:29])[cH:25][cH:26][cH:27]2)[cH:5][cH:6][cH:7]1.